This data is from the Open Reaction Database (ORD), a public repository of structured organic reaction records. The task is: describe an organic reaction: reactants, conditions, products, and yield Reactants: COCC1=NNC=C1C(=O)OC (methyl 3-(methoxymethyl)-1H-pyrazole-4-carboxylate), ClC1=NC=C(C=C1)C(F)(F)F (2-chloro-5-trifluoromethylpyridine). Product: COCC1=NN(C=C1C(=O)OC)C1=NC=C(C=C1)C(F)(F)F (methyl 3-(methoxymethyl)-1-[5-(trifluoromethyl)pyridin-2-yl]-1H-pyrazole-4-carboxylate). The yield is 51.6%. Reaction SMILES: [CH3:1][O:2][CH2:3][C:4]1[C:8]([C:9]([O:11][CH3:12])=[O:10])=[CH:7][NH:6][N:5]=1.Cl[C:14]1[CH:19]=[CH:18][C:17]([C:20]([F:23])([F:22])[F:21])=[CH:16][N:15]=1>>[CH3:1][O:2][CH2:3][C:4]1[C:8]([C:9]([O:11][CH3:12])=[O:10])=[CH:7][N:6]([C:14]2[CH:19]=[CH:18][C:17]([C:20]([F:23])([F:22])[F:21])=[CH:16][N:15]=2)[N:5]=1. Procedure: Using methyl 3-(methoxymethyl)-1H-pyrazole-4-carboxylate (7.4 g) synthesized above and 2-chloro-5-trifluoromethylpyridine (5.8 g) and in the same manner as in Example 1(4), the title object compound (5.2 g, 38%) was obtained as a white solid. Starting materials: Cc1cccc2cc(CN)c(-c3ccccc3C(F)(F)F)nc12, CCO, CCN(C(C)C)C(C)C, Clc1ncnc2nc[nH]c12. The product is Cc1cccc2cc(CNc3ncnc4[nH]cnc34)c(-c3ccccc3C(F)(F)F)nc12. Reaction SMILES: [CH3:1][c:2]1[cH:3][cH:4][cH:5][c:6]2[cH:7][c:8]([CH2:22][NH2:23])[c:9](-[c:12]3[c:13]([C:18]([F:19])([F:20])[F:21])[cH:14][cH:15][cH:16][cH:17]3)[n:10][c:11]12.[CH3:43][CH2:44][OH:45].[CH:24]([N:25]([CH2:26][CH3:27])[CH:28]([CH3:29])[CH3:30])([CH3:31])[CH3:32].[Cl:33][c:34]1[c:35]2[nH:36][cH:37][n:38][c:39]2[n:40][cH:41][n:42]1>>[CH3:1][c:2]1[cH:3][cH:4][cH:5][c:6]2[cH:7][c:8]([CH2:22][NH:23][c:34]3[c:35]4[n:36][cH:37][nH:38][c:39]4[n:40][cH:41][n:42]3)[c:9](-[c:12]3[c:13]([C:18]([F:19])([F:20])[F:21])[cH:14][cH:15][cH:16][cH:17]3)[n:10][c:11]12. Reactants: C(C)(=O)C1=NN2C(NC=3C=CC=CC3C2=C1)=O.CC(=O)C (methyl ketone 2acetylpyrazolo[1,5-c]quinazolin-5(6H)-one), [NH4+].[Cl-] (NH4Cl), C1(=CC=CC=C1)[Mg]Br.C(C)OCC (C6H5MgBr ethyl ether), Grignard reagent. Run in O1CCCC1 (tetrahydrofuran). Reaction conditions: time 5 minute. Product: OC(C)(C1=CC=CC=C1)C1=NN2C(NC=3C=CC=CC3C2=C1)=O (2[1-Hydroxy-1-phenylethyl)-pyrazolo[1,5-c]quinazolin-5(6H)-one). Reaction SMILES: [C:1]([C:4]1[CH:16]=[C:15]2[N:6]([C:7](=[O:17])[NH:8][C:9]3[CH:10]=[CH:11][CH:12]=[CH:13][C:14]=32)[N:5]=1)(=[O:3])[CH3:2].CC(C)=O.[C:22]1([Mg]Br)[CH:27]=[CH:26][CH:25]=[CH:24][CH:23]=1.C(OCC)C.[NH4+].[Cl-]>O1CCCC1>[OH:3][C:1]([C:4]1[CH:16]=[C:15]2[N:6]([C:7](=[O:17])[NH:8][C:9]3[CH:10]=[CH:11][CH:12]=[CH:13][C:14]=32)[N:5]=1)([C:22]1[CH:27]=[CH:26][CH:25]=[CH:24][CH:23]=1)[CH3:2] |f:0.1,2.3,4.5|. Procedure: 5.0 g (0.022 mole) of the methyl ketone 2acetylpyrazolo[1,5-c]quinazolin-5(6H)-one prepared as in Example 4A is suspended under argon in dry distilled tetrahydrofuran (100 ml) and treated quickly with 7.0 ml (~1.0 equivalent) of 3M C6H5MgBr/ethyl ether. The mixture is stirred for 5 minutes and another 15 ml (~2 equivalents) of the Grignard reagent is quickly added. The reaction mixture (dark brown) is stirred at room temperature for 30 minutes and then refluxed for another 30 minutes, cooled dow... The reactants are ClC1=CC=C(C=C1)C=1SC(=C(N1)C=1C(CCC1OC)=O)C (2-[2-(4-Chloro-phenyl)-5-methyl-thiazol-4-yl]-3-methoxy-cyclopent-2-enone), C(C)(C)[N-]C(C)C.[Li+] (lithium diisopropylamide), O1CCC(CC1)C=O (tetrahydro-pyran-4-carbaldehyde), CC(C)([O-])C.[K+] (Potassium tert-butoxide). Solvent: O1CCCC1 (tetrahydrofuran), O1CCCC1 (tetrahydrofuran). Conditions: temperature 78 celsius, time 30 minute. Yields the product ClC1=CC=C(C=C1)C=1SC(=C(N1)C=1C(/C(/CC1OC)=C/C1CCOCC1)=O)C (2-[2-(4-Chloro-phenyl)-5-methyl-thiazol-4-yl]-3-methoxy-5-[1-(tetrahydro-pyran-4-yl)-meth-(E)-ylidene]-cyclopent-2-enone). Isolated yield 23.4%. Reaction SMILES: [Cl:1][C:2]1[CH:7]=[CH:6][C:5]([C:8]2[S:9][C:10]([CH3:21])=[C:11]([C:13]3[C:14](=[O:20])[CH2:15][CH2:16][C:17]=3[O:18][CH3:19])[N:12]=2)=[CH:4][CH:3]=1.C([N-]C(C)C)(C)C.[Li+].[O:30]1[CH2:35][CH2:34][CH:33]([CH:36]=O)[CH2:32][CH2:31]1.CC(C)([O-])C.[K+]>O1CCCC1>[Cl:1][C:2]1[CH:7]=[CH:6][C:5]([C:8]2[S:9][C:10]([CH3:21])=[C:11]([C:13]3[C:14](=[O:20])/[C:15](=[CH:36]/[CH:33]4[CH2:34][CH2:35][O:30][CH2:31][CH2:32]4)/[CH2:16][C:17]=3[O:18][CH3:19])[N:12]=2)=[CH:4][CH:3]=1 |f:1.2,4.5|. Reported procedure: To a solution of 2-[2-(4-Chloro-phenyl)-5-methyl-thiazol-4-yl]-3-methoxy-cyclopent-2-enone (640 mg, 2 mmol) in anhydrous tetrahydrofuran (12 ml) at −78° C. under an atmosphere of nitrogen was added lithium diisopropylamide (1.8M in THF/heptanes/ethylbenzene; 1.1 ml, 2 mmol) dropwise over a period of 5 minutes, and the reaction allowed to stir at 78° C. for 30 minutes. A solution of tetrahydro-pyran-4-carbaldehyde (228 mg, 2 mmol) in anhydrous tetrahydrofuran (1 ml) was then added dropwise over a... The reactants are [Al+3], [H-], [H-], [H-], [H-], [Li+], NC(CCN1CCCC1)C(=O)O, C1CCOC1. The product is NC(CO)CCN1CCCC1. RXN SMILES: [Al+3:2].[H-:1].[H-:4].[H-:5].[H-:6].[Li+:3].[NH2:7][CH:8]([C:9](=[O:10])[OH:11])[CH2:12][CH2:13][N:14]1[CH2:15][CH2:16][CH2:17][CH2:18]1.[O:19]1[CH2:20][CH2:21][CH2:22][CH2:23]1>>[NH2:7][CH:8]([CH2:9][OH:10])[CH2:12][CH2:13][N:14]1[CH2:15][CH2:16][CH2:17][CH2:18]1. Reactants: [Al+3], N#CCOc1ccc(Cc2ccccc2)cc1, [H-], [H-], [H-], [H-], [Li+], [Na+], C1CCOC1, [OH-], O. Product: NCCOc1ccc(Cc2ccccc2)cc1. Reaction SMILES: [Al+3:2].[CH2:7]([c:8]1[cH:9][cH:10][cH:11][cH:12][cH:13]1)[c:14]1[cH:15][cH:16][c:17]([O:18][CH2:19][C:20]#[N:21])[cH:22][cH:23]1.[H-:1].[H-:4].[H-:5].[H-:6].[Li+:3].[Na+:26].[O:27]1[CH2:28][CH2:29][CH2:30][CH2:31]1.[OH-:25].[OH2:24]>>[CH2:7]([c:8]1[cH:9][cH:10][cH:11][cH:12][cH:13]1)[c:14]1[cH:15][cH:16][c:17]([O:18][CH2:19][CH2:20][NH2:21])[cH:22][cH:23]1. Reactants: C(C1=CC=CC=C1)[Mg]Cl (benzylmagnesium chloride), C(C1=CC=CC=C1)[Mg]Cl (benzylmagnesium chloride), COC(CC1(C(C(=CCC1)Br)=O)CC)=O (3-bromo-1-ethyl-2-oxocyclohex-3-eneacetic acid methyl ester), C(C1=CC=CC=C1)[Mg]Cl (benzylmagnesium chloride). The reagents and catalysts are [Br-].[Zn+2].[Br-] (zinc bromide). Solvent: O1CCCC1 (tetrahydrofuran). Run at time 5 minute. Yields the product COC(CC1(C(C(C(CC1)CC1=CC=CC=C1)Br)=O)CC)=O (3-bromo-1-ethyl-2-oxo-4-(phenylmethyl)cyclohexaneacetic acid methyl ester). RXN SMILES: [CH3:1][O:2][C:3](=[O:15])[CH2:4][C:5]1([CH2:13][CH3:14])[CH2:10][CH2:9][CH:8]=[C:7]([Br:11])[C:6]1=[O:12].[CH2:16]([Mg]Cl)[C:17]1[CH:22]=[CH:21][CH:20]=[CH:19][CH:18]=1>O1CCCC1.[Br-].[Zn+2].[Br-]>[CH3:1][O:2][C:3](=[O:15])[CH2:4][C:5]1([CH2:13][CH3:14])[CH2:10][CH2:9][CH:8]([CH2:16][C:17]2[CH:22]=[CH:21][CH:20]=[CH:19][CH:18]=2)[CH:7]([Br:11])[C:6]1=[O:12] |f:3.4.5|. Procedure: A solution of 3-bromo-1-ethyl-2-oxocyclohex-3-eneacetic acid methyl ester (10 g, 36.3 mmol, as prepared in Example 1) and copper (I) bromide-dimethyl sulfide complex (3.63 mmol, 746 mg) in 107 mL of dry tetrahydrofuran was stirred at 0° C. under nitrogen and treated with anhydrous zinc bromide (36.3 mmol, 8.17 g). After 5 minutes, the mixture was treated dropwise with 36.3 mmol of benzylmagnesium chloride (18.2 mL of 2M in THF). After 45 minutes, another 8 mmol of benzylmagnesium chloride were a...